Task: describe an organic reaction: reactants, conditions, products, and yield. Dataset: the Open Reaction Database (ORD), a public repository of structured organic reaction records Reactants: product, C1(=CC=CC=C1)P(C1=CC=CC=C1)C1=CC=CC=C1 (triphenylphosphine), Cl.C(C)(C)(C)NCC(CO)([N+](=O)[O-])CO (3-tertiarybutylamino-2-hydroxymethyl-2-nitro-1-propanol hydrochloride), CCOC(=O)/N=N/C(=O)OCC (Diethylazodicarboxylate). Run in O1CCCC1 (tetrahydrofuran). Yields the product Cl.OCC1(CN(C1)C(C)(C)C)[N+](=O)[O-] (3-hydroxymethyl-3-nitro-1-tertiarybutylazetidine hydrochloride). Isolated yield 70.0%. RXN SMILES: [ClH:1].[C:2]([NH:6][CH2:7][C:8]([CH2:14]O)([N+:11]([O-:13])=[O:12])[CH2:9][OH:10])([CH3:5])([CH3:4])[CH3:3].C1(P(C2C=CC=CC=2)C2C=CC=CC=2)C=CC=CC=1.CCOC(/N=N/C(OCC)=O)=O>O1CCCC1>[ClH:1].[OH:10][CH2:9][C:8]1([N+:11]([O-:13])=[O:12])[CH2:7][N:6]([C:2]([CH3:5])([CH3:4])[CH3:3])[CH2:14]1 |f:0.1,5.6|. Procedure details: The product of example 2 was ring closed by dissolving 0.243 g (1 mmol) of the product in 10 ml of tetrahydrofuran (THF) and 0.262 g (1 mmol) of triphenylphosphine at room temperature. Diethylazodicarboxylate (0.174 g, 1 mmol) was slowly added dropwise. Color instantly appeared and a white solid precipitated. The solid was filtered from the solution and dried to yield a product (70% of theoretical yield) of 3-hydroxymethyl-3-nitro-1-tertiarybutylazetidine hydrochloride as determined by 1H-nmr. Reactants: Cl.N1C(OC2(C3=C1N=CC=C3)CCNCC2)=O (spiro[piperidin-4,4′-pyrido[2,3-d][1,3]oxazin]-2′(1′H)-one hydrochloride), ClC1=CC(=CC2=C1NC(=N2)C2COCC2)OC2=NC=NC(=C2)Cl (7-chloro-5-(6-chloropyrimidin-4-yloxy)-2-(tetrahydrofuran-3-yl)-1H-benzo[d]imidazole), CCN(C(C)C)C(C)C (DIPEA). Solvent: CN(C)C=O (DMF). The product is ClC1=CC(=CC2=C1NC(=N2)C2COCC2)OC2=CC(=NC=N2)N2CCC1(C3=C(NC(O1)=O)N=CC=C3)CC2 (1-(6-(7-chloro-2-(tetrahydrofuran-3-yl)-1H-benzo[d]imidazol-5-yloxy)pyrimidin-4-yl)spiro-[piperidin-4,4′-pyrido[2,3-d][1,3]oxazin]-2′(1′H)-one). Reaction SMILES: Cl.[NH:2]1[C:7]2[N:8]=[CH:9][CH:10]=[CH:11][C:6]=2[C:5]2([CH2:16][CH2:15][NH:14][CH2:13][CH2:12]2)[O:4][C:3]1=[O:17].[Cl:18][C:19]1[C:24]2[NH:25][C:26]([CH:28]3[CH2:32][CH2:31][O:30][CH2:29]3)=[N:27][C:23]=2[CH:22]=[C:21]([O:33][C:34]2[CH:39]=[C:38](Cl)[N:37]=[CH:36][N:35]=2)[CH:20]=1.CCN(C(C)C)C(C)C>CN(C=O)C>[Cl:18][C:19]1[C:24]2[NH:25][C:26]([CH:28]3[CH2:32][CH2:31][O:30][CH2:29]3)=[N:27][C:23]=2[CH:22]=[C:21]([O:33][C:34]2[N:35]=[CH:36][N:37]=[C:38]([N:14]3[CH2:13][CH2:12][C:5]4([O:4][C:3](=[O:17])[NH:2][C:7]5[N:8]=[CH:9][CH:10]=[CH:11][C:6]4=5)[CH2:16][CH2:15]3)[CH:39]=2)[CH:20]=1 |f:0.1|. Procedure details: 36 mg (0.14 mmol) spiro[piperidin-4,4′-pyrido[2,3-d][1,3]oxazin]-2′(1′H)-one hydrochloride, 50 mg (0.14 mmol) 7-chloro-5-(6-chloropyrimidin-4-yloxy)-2-(tetrahydrofuran-3-yl)-1H-benzo[d]imidazole and 50 μL (0.30 mmol) DIPEA in 2.0 mL DMF were stirred overnight at RT. The reaction mixture was purified by chromatography. The fractions containing product were combined and lyophilised. Starting materials: BrCC#N (bromoacetonitrile), BrCC#N (bromoacetonitrile), NC=1C=C(C(=O)OCC)C=C(C1C)F (3-amino-5-fluoro-4-methyl-benzoic acid, ethyl ester), C(C)N(C(C)C)C(C)C (N-ethyldiisopropylamine), BrCC#N (bromoacetonitrile). Solvent: C1CCOC1 (THF). Reaction conditions: time 12 hour. The product is C(#N)CNC=1C=C(C(=O)OCC)C=C(C1C)F (3-[(Cyanomethyl)amino]-5-fluoro-4-methyl-benzoic acid, ethyl ester). As a reaction SMILES: [NH2:1][C:2]1[CH:3]=[C:4]([CH:10]=[C:11]([F:14])[C:12]=1[CH3:13])[C:5]([O:7][CH2:8][CH3:9])=[O:6].[CH2:15]([N:17](C(C)C)C(C)C)[CH3:16].BrCC#N>C1COCC1>[C:15]([CH2:16][NH:1][C:2]1[CH:3]=[C:4]([CH:10]=[C:11]([F:14])[C:12]=1[CH3:13])[C:5]([O:7][CH2:8][CH3:9])=[O:6])#[N:17]. Reported procedure: To a stirred solution of 3-amino-5-fluoro-4-methyl-benzoic acid, ethyl ester (Example 169b, 1.2 g) in THF (10 mL) at room temperature was added N-ethyldiisopropylamine (1.28 mL) followed by bromoacetonitrile (0.51 mL) and the reaction was heated at reflux for 14 h. Additional bromoacetonitrile (0.21 mL) was added and the mixture was heated at reflux for 6 h. Further bromoacetonitrile (0.21 mL) was added and heating was continued for a further 12 h. After cooling to room temperature the reaction ... The reactants are S1C(SC=C1)=C(C(=O)OC(C)C)C(=O)OC(=O)OCC (Isopropyl 2-(1,3-dithiol-2-ylidene)-2-(ethoxycarbonyloxy-carbonyl]acetate), N1CCOCC1 (morpholine). Run in C(C)#N (acetonitrile). Run at time 2 hour. Product: S1C(SC=C1)=C(C(=O)OC(C)C)C(=O)N1CCOCC1 (Isopropyl 2-(1,3-dithiol-2-ylidene)-2-(4-morpholinylcarbonyl)acetate). As a reaction SMILES: [S:1]1[CH:5]=[CH:4][S:3][C:2]1=[C:6]([C:13]([O:15]C(OCC)=O)=O)[C:7]([O:9][CH:10]([CH3:12])[CH3:11])=[O:8].[NH:21]1[CH2:26][CH2:25][O:24][CH2:23][CH2:22]1>C(#N)C>[S:3]1[CH:4]=[CH:5][S:1][C:2]1=[C:6]([C:13]([N:21]1[CH2:26][CH2:25][O:24][CH2:23][CH2:22]1)=[O:15])[C:7]([O:9][CH:10]([CH3:11])[CH3:12])=[O:8]. Procedure details: Isopropyl 2-(1,3-dithiol-2-ylidene)-2-(ethoxycarbonyloxy-carbonyl]acetate (20 g) and morpholine (6.23 acetonitrile (200 ml). The mixture was stirred at room temperature for 2 hrs. The reaction mixture was evaporated to dryness and the residue was dissolved inmethylene chloride (100 ml). The solution was washed with aqueous sodium hydroxide solution and water. After evaporation the residue was recyrstallized from ethyl acetate and n-hexane to give the titled compound. (15.0 g, 71.1%) The reactants are COC=1C=C(C=CC1)C1=C(C(NC2=NC=CC=C12)=O)NC(=O)NC1=C(C=CC(=C1)CN1CCOCC1)C(C)(C)C (N-[4-(3-methoxyphenyl)-1,2-dihydro-2-oxo-1,8-naphthyridin-3-yl]-N′-[2-tert-butyl-5-(morpholinomethyl)phenyl]urea), C([O-])([O-])=O.[K+].[K+] (potassium carbonate), [I-].[K+] (potassium iodide), ICCCCCC (1-iodohexane). The solvent is O (water), CN(C)C=O (DMF). Conditions: time 1 hour. Yields the product C(CCCCC)N1C(C(=C(C2=CC=CN=C12)C1=CC(=CC=C1)OC)NC(=O)NC1=C(C=CC(=C1)CN1CCOCC1)C(C)(C)C)=O (N-[1-hexyl-4-(3-methoxyphenyl)-1,2-dihydro-2-oxo-1,8-naphthyridin-3-yl]-N′-[2-tert-butyl-5-(morpholinomethyl)phenyl]urea). Isolated yield 85.5%. RXN SMILES: [CH3:1][O:2][C:3]1[CH:4]=[C:5]([C:9]2[C:18]3[C:13](=[N:14][CH:15]=[CH:16][CH:17]=3)[NH:12][C:11](=[O:19])[C:10]=2[NH:20][C:21]([NH:23][C:24]2[CH:29]=[C:28]([CH2:30][N:31]3[CH2:36][CH2:35][O:34][CH2:33][CH2:32]3)[CH:27]=[CH:26][C:25]=2[C:37]([CH3:40])([CH3:39])[CH3:38])=[O:22])[CH:6]=[CH:7][CH:8]=1.C(=O)([O-])[O-].[K+].[K+].[I-].[K+].I[CH2:50][CH2:51][CH2:52][CH2:53][CH2:54][CH3:55]>CN(C=O)C.O>[CH2:50]([N:12]1[C:13]2[C:18](=[CH:17][CH:16]=[CH:15][N:14]=2)[C:9]([C:5]2[CH:6]=[CH:7][CH:8]=[C:3]([O:2][CH3:1])[CH:4]=2)=[C:10]([NH:20][C:21]([NH:23][C:24]2[CH:29]=[C:28]([CH2:30][N:31]3[CH2:36][CH2:35][O:34][CH2:33][CH2:32]3)[CH:27]=[CH:26][C:25]=2[C:37]([CH3:40])([CH3:39])[CH3:38])=[O:22])[C:11]1=[O:19])[CH2:51][CH2:52][CH2:53][CH2:54][CH3:55] |f:1.2.3,4.5|. Procedure details: To a solution of N-[4-(3-methoxyphenyl)-1,2-dihydro-2-oxo-1,8-naphthyridin-3-yl]-N′-[2-tert-butyl-5-(morpholinomethyl)phenyl]urea (300 mg, 0.55 mmol) in DMF (10 ml) are added successively potassium carbonate (91.8 mg, 0.66 mmol), potassium iodide (18.4 mg, 0.11 mmol) and 1-iodohexane (117 mg, 0.55 mmol), and the mixture is stirred at room temperature for one hour, and stirred at 40-50° C. for 4 hours. The reaction solution is poured into water, and the mixture is extracted with ethyl acetate. Th... The reactants are Br.CN1CC(=CCC1)C(=O)O (1-methyl-1,2,5,6-tetrahydropyridine-3-carboxylate hydrobromide), Cl (HCl). Conditions: temperature 50 celsius. The product is Cl.CN1CC(=CCC1)C(=O)O (1-methyl-1,2,5,6-tetrahydropyridine-3-carboxylic acid hydrochloride), Intermediate 47. Reaction SMILES: Br.[CH3:2][N:3]1[CH2:8][CH2:7][CH:6]=[C:5]([C:9]([OH:11])=[O:10])[CH2:4]1.[ClH:12]>>[ClH:12].[CH3:2][N:3]1[CH2:8][CH2:7][CH:6]=[C:5]([C:9]([OH:11])=[O:10])[CH2:4]1 |f:0.1,3.4|. Reported procedure: 1-methyl-1,2,5,6-tetrahydropyridine-3-carboxylate hydrobromide (I-47a, 235 mg, 1.0 mmol) was diluted with concentrated HCl (2.0 mL), and the mixture was heated at 50° C. overnight. The reaction mixture was concentrated in vacuo to afford the title compound (Intermediate 47). MS calculated for C7H12NO2 (M+H+) 142.08. found: 142.1. The crude was used in the next step without further purification. The reactants are CC(C)CCO, O=C(C1CCCC1)N1CCNCC1, COc1cc2nc(SC)nc(N)c2cc1OC. Yields the product COc1cc2nc(N3CCN(C(=O)C4CCCC4)CC3)nc(N)c2cc1OC. As a reaction SMILES: [CH2:31]([OH:32])[CH2:33][CH:34]([CH3:35])[CH3:36].[CH:18]1([C:23](=[O:24])[N:25]2[CH2:26][CH2:27][NH:28][CH2:29][CH2:30]2)[CH2:19][CH2:20][CH2:21][CH2:22]1.[NH2:1][c:2]1[n:3][c:4]([S:16][CH3:17])[n:5][c:6]2[cH:7][c:8]([O:14][CH3:15])[c:9]([O:12][CH3:13])[cH:10][c:11]12>>[NH2:1][c:2]1[n:3][c:4]([N:28]2[CH2:27][CH2:26][N:25]([C:23]([CH:18]3[CH2:19][CH2:20][CH2:21][CH2:22]3)=[O:24])[CH2:30][CH2:29]2)[n:5][c:6]2[cH:7][c:8]([O:14][CH3:15])[c:9]([O:12][CH3:13])[cH:10][c:11]12.